From a dataset of the Open Reaction Database (ORD), a public repository of structured organic reaction records. describe an organic reaction: reactants, conditions, products, and yield Reactants: CC(C)(C)c1cc(NC(=O)Oc2ccccc2)no1, CN(C)C=O, COc1cc2c(Oc3cccc(N)c3)ncnc2cc1O. RXN SMILES: [C:22]([CH3:23])([CH3:24])([CH3:25])[c:26]1[cH:27][c:28]([NH:31][C:32]([O:33][c:35]2[cH:36][cH:37][cH:38][cH:39][cH:40]2)=[O:34])[n:29][o:30]1.[CH3:41][N:42]([CH3:43])[CH:44]=[O:45].[NH2:1][c:2]1[cH:3][c:4]([O:5][c:6]2[n:7][cH:8][n:9][c:10]3[cH:11][c:12]([OH:18])[c:13]([O:16][CH3:17])[cH:14][c:15]23)[cH:19][cH:20][cH:21]1>>[NH:1]([c:2]1[cH:3][c:4]([O:5][c:6]2[n:7][cH:8][n:9][c:10]3[cH:11][c:12]([OH:18])[c:13]([O:16][CH3:17])[cH:14][c:15]23)[cH:19][cH:20][cH:21]1)[C:32]([NH:31][c:28]1[cH:27][c:26]([C:22]([CH3:23])([CH3:24])[CH3:25])[o:30][n:29]1)=[O:33]. Yields the product COc1cc2c(Oc3cccc(NC(=O)Nc4cc(C(C)(C)C)on4)c3)ncnc2cc1O. Conditions: time 6 hour. Reaction SMILES: [C:1]([CH:3]1[CH2:6][N:5]([C:7](=[O:49])[C@H:8]([NH:10][C:11]([C:13]2[C:21]3[C:16](=[N:17][CH:18]=[C:19]([C:22]4[C:30]5[C:25](=[CH:26][C:27]([Cl:31])=[CH:28][CH:29]=5)[N:24]([CH2:32][CH2:33][O:34]C5CCCCO5)[N:23]=4)[N:20]=3)[N:15](COCC[Si](C)(C)C)[CH:14]=2)=[O:12])[CH3:9])[CH2:4]1)#[N:2].C(O)(C(F)(F)F)=O>C(Cl)Cl>[C:1]([CH:3]1[CH2:4][N:5]([C:7](=[O:49])[C@H:8]([NH:10][C:11]([C:13]2[C:21]3[C:16](=[N:17][CH:18]=[C:19]([C:22]4[C:30]5[C:25](=[CH:26][C:27]([Cl:31])=[CH:28][CH:29]=5)[N:24]([CH2:32][CH2:33][OH:34])[N:23]=4)[N:20]=3)[NH:15][CH:14]=2)=[O:12])[CH3:9])[CH2:6]1)#[N:2]. Solvent: C(Cl)Cl (CH2Cl2). The yield is 63.9%. Procedure details: To a solution of 2-{6-chloro-1-[2-(tetrahydro-pyran-2-yloxy)-ethyl]-1H-indazol-3-yl}-5-(2-trimethylsilanyl-ethoxymethyl)-5H-pyrrolo[2,3-b]pyrazine-7-carboxylic acid [(R)-2-(3-cyano-azetidin-1-yl)-1-methyl-2-oxo-ethyl]-amide (138 mg, 0.20 mmol) in CH2Cl2 (2 mL) was added TFA (0.75 mL). The reaction mixture was stirred at room temperature for 6 h then concentrated. The residue was redissolved in 10:90:0.5 MeOH/CH2Cl2/NH4OH (3 mL) and stirred at room temperature for 3 h. The reaction mixture was co... Starting materials: C(#N)C1CN(C1)C([C@@H](C)NC(=O)C1=CN(C2=NC=C(N=C21)C2=NN(C1=CC(=CC=C21)Cl)CCOC2OCCCC2)COCC[Si](C)(C)C)=O (2-{6-chloro-1-[2-(tetrahydro-pyran-2-yloxy)-ethyl]-1H-indazol-3-yl}-5-(2-trimethylsilanyl-ethoxymethyl)-5H-pyrrolo[2,3-b]pyrazine-7-carboxylic acid [(R)-2-(3-cyano-azetidin-1-yl)-1-methyl-2-oxo-ethyl]-amide), C(=O)(C(F)(F)F)O (TFA). Product: C(#N)C1CN(C1)C([C@@H](C)NC(=O)C1=CNC2=NC=C(N=C21)C2=NN(C1=CC(=CC=C21)Cl)CCO)=O (2-[6-chloro-1-(2-hydroxy-ethyl)-1H-indazol-3-yl]-5H-pyrrolo[2,3-b]pyrazine-7-carboxylic acid [(R)-2-(3-cyano-azetidin-1-yl)-1-methyl-2-oxo-ethyl]-amide). Reactants: resultant mixture, [H-].[Al+3].[Li+].[H-].[H-].[H-] (lithium aluminum hydride), C(C)OC(=O)N1CCC(C12CCCCC2)NC(=O)OCC (1-ethoxycarbonyl-4-(ethoxycarbonylamino)-1-azaspiro[4.5]decane). The solvent is C1CCOC1 (THF), C1CCOC1 (THF). Run at time 48 hour. Yields the product CN1CCC(C12CCCCC2)NC (1-methyl-4-methylamino-1-azaspiro[4.5]decane). Isolated yield 55.4%. RXN SMILES: [H-].[Al+3].[Li+].[H-].[H-].[H-].C(O[C:10]([N:12]1[C:16]2([CH2:21][CH2:20][CH2:19][CH2:18][CH2:17]2)[CH:15]([NH:22][C:23](OCC)=O)[CH2:14][CH2:13]1)=O)C>C1COCC1>[CH3:10][N:12]1[C:16]2([CH2:17][CH2:18][CH2:19][CH2:20][CH2:21]2)[CH:15]([NH:22][CH3:23])[CH2:14][CH2:13]1 |f:0.1.2.3.4.5|. Procedure details: To a stirring solution of 2.4 g of lithium aluminum hydride (LAH) in 200 ml of THF was added in a dropwise manner 6.5 g of 1-ethoxycarbonyl-4-(ethoxycarbonylamino)-1-azaspiro[4.5]decane of Example 10 in 70 ml of THF. The resultant mixture was refluxed overnight, and then kept at room temperature for 48 hours. The excess LAH was destroyed with water, and the resultant mixture was filtered, washed with ether and then evaporated and then distilled at 55° C., 0.1 mm to yield 2.2 g of 1-methyl-4-meth... Reactants: CCCOCCOc1ccc(OB([O-])[O-])cc1Cl, CN(Cc1ccc(NC(=O)C2=Cc3cc(Br)ccc3S(=O)(=O)CC2)cc1)C1CCOCC1, O=C([O-])[O-], CCO, [K+], [K+], O, Cc1ccccc1. The product is CCCOCCOc1ccc(-c2ccc3c(c2)C=C(C(=O)Nc2ccc(CN(C)C4CCOCC4)cc2)CCS3(=O)=O)cc1Cl. Reaction SMILES: [B:33]([O-:34])([O-:49])[O:50][c:35]1[cH:36][c:37]([Cl:48])[c:38]([O:41][CH2:42][CH2:43][O:44][CH2:45][CH2:46][CH3:47])[cH:39][cH:40]1.[Br:1][c:2]1[cH:3][cH:4][c:5]2[c:6]([cH:32]1)[CH:7]=[C:8]([C:14](=[O:15])[NH:16][c:17]1[cH:18][cH:19][c:20]([CH2:23][N:24]([CH:25]3[CH2:26][CH2:27][O:28][CH2:29][CH2:30]3)[CH3:31])[cH:21][cH:22]1)[CH2:9][CH2:10][S:11]2(=[O:12])=[O:13].[C:51](=[O:52])([O-:53])[O-:54].[CH2:58]([OH:59])[CH3:60].[K+:55].[K+:56].[OH2:57].[c:61]1([CH3:62])[cH:63][cH:64][cH:65][cH:66][cH:67]1>>[c:2]1(-[c:35]2[cH:36][c:37]([Cl:48])[c:38]([O:41][CH2:42][CH2:43][O:44][CH2:45][CH2:46][CH3:47])[cH:39][cH:40]2)[cH:3][cH:4][c:5]2[c:6]([cH:32]1)[CH:7]=[C:8]([C:14](=[O:15])[NH:16][c:17]1[cH:18][cH:19][c:20]([CH2:23][N:24]([CH:25]3[CH2:26][CH2:27][O:28][CH2:29][CH2:30]3)[CH3:31])[cH:21][cH:22]1)[CH2:9][CH2:10][S:11]2(=[O:12])=[O:13]. Starting materials: O.[OH-].[Li+] (lithium hydroxide monohydrate), solution, O1CCCC1 (tetrahydrofuran), C=1(C(=CC=CC1)C(=O)CN1C(C(CN(C2=C1C=C(C=C2)C)C(=O)C2=NC=CC=C2)NC(=O)NC2=CC(=CC=C2)C(=O)OCC)=O)C (1-[1-(2-Toluoylmethy)-2-oxo-5-(2-pyridylcarbonyl)-8-methyl-1,3,4,5-tetrahydro-2H-1,5-benzodiazepin-3-yl]-3-(3-ethoxycarbonylphenyl)urea). Solvent: CO (methanol). The product is C=1(C(=CC=CC1)C(=O)CN1C(C(CN(C2=C1C=C(C=C2)C)C(=O)C2=NC=CC=C2)NC(NC=2C=C(C(=O)O)C=CC2)=O)=O)C (3-[3-[1-(2-toluoylmethyl)-2-oxo-5-(2-pyridylcarbonyl)-8-methyl-1,3,4,5-tetrahydro-2H-1,5-benzodiazepin-3-yl]ureido]benzoic acid). The yield is 45.6%. As a reaction SMILES: [C:1]1([CH3:46])[C:2]([C:7]([CH2:9][N:10]2[C:16]3[CH:17]=[C:18]([CH3:21])[CH:19]=[CH:20][C:15]=3[N:14]([C:22]([C:24]3[CH:29]=[CH:28][CH:27]=[CH:26][N:25]=3)=[O:23])[CH2:13][CH:12]([NH:30][C:31]([NH:33][C:34]3[CH:39]=[CH:38][CH:37]=[C:36]([C:40]([O:42]CC)=[O:41])[CH:35]=3)=[O:32])[C:11]2=[O:45])=[O:8])=[CH:3][CH:4]=[CH:5][CH:6]=1.O.[OH-].[Li+].O1CCCC1>CO>[C:1]1([CH3:46])[C:2]([C:7]([CH2:9][N:10]2[C:16]3[CH:17]=[C:18]([CH3:21])[CH:19]=[CH:20][C:15]=3[N:14]([C:22]([C:24]3[CH:29]=[CH:28][CH:27]=[CH:26][N:25]=3)=[O:23])[CH2:13][CH:12]([NH:30][C:31](=[O:32])[NH:33][C:34]3[CH:35]=[C:36]([CH:37]=[CH:38][CH:39]=3)[C:40]([OH:42])=[O:41])[C:11]2=[O:45])=[O:8])=[CH:3][CH:4]=[CH:5][CH:6]=1 |f:1.2.3|. Procedure details: 1-[1-(2-Toluoylmethy)-2-oxo-5-(2-pyridylcarbonyl)-8-methyl-1,3,4,5-tetrahydro-2H-1,5-benzodiazepin-3-yl]-3-(3-ethoxycarbonylphenyl)urea (466 mg) was dissolved in methanol (22 ml), aqueous lithium hydroxide monohydrate (158 mg) solution (11 mg) and tetrahydrofuran (11 ml) were added, and the mixture was refluxed for one hour. The reaction mixture was concentrated under reduced pressure, the residue was dissolved in water, the solution was washed with diethyl ether, acidified with 1N hydrochloric ...